describe an organic reaction: reactants, conditions, products, and yield From a dataset of the Open Reaction Database (ORD), a public repository of structured organic reaction records. The reactants are Ice water, Cl (hydrochloric acid), C(C)(=O)C1=CC=C(C(=C1OCCCC(=O)OCC)CCC)S (ethyl 4-(6-acetyl-3-mercapto-2-propylphenoxy)-butyrate), BrCCCOC1=C(C(=C(C=C1)C(C)=O)O)CCC ((4-(3-bromopropoxy)-2-hydroxy-3-propylphenyl)ethanone), [I-].[K+] (potassium iodide), C([O-])([O-])=O.[K+].[K+] (potassium carbonate). Solvent: CC(=O)C (acetone). Reaction conditions: time 7.5 hour. Yields the product C(C)(=O)C1=CC=C(C(=C1OCCCC(=O)OCC)CCC)SCCCOC1=C(C(=C(C=C1)C(C)=O)O)CCC (Ethyl 4-[6-acetyl-3-[3-(4-acetyl-3-hydroxy-2-propyl-phenoxy)propylthio]-2-propyl phenoxy]butyrate). The yield is 71.0%. Reaction SMILES: [C:1]([C:4]1[C:9]([O:10][CH2:11][CH2:12][CH2:13][C:14]([O:16][CH2:17][CH3:18])=[O:15])=[C:8]([CH2:19][CH2:20][CH3:21])[C:7]([SH:22])=[CH:6][CH:5]=1)(=[O:3])[CH3:2].Br[CH2:24][CH2:25][CH2:26][O:27][C:28]1[CH:33]=[CH:32][C:31]([C:34](=[O:36])[CH3:35])=[C:30]([OH:37])[C:29]=1[CH2:38][CH2:39][CH3:40].[I-].[K+].C(=O)([O-])[O-].[K+].[K+].Cl>CC(C)=O>[C:1]([C:4]1[C:9]([O:10][CH2:11][CH2:12][CH2:13][C:14]([O:16][CH2:17][CH3:18])=[O:15])=[C:8]([CH2:19][CH2:20][CH3:21])[C:7]([S:22][CH2:24][CH2:25][CH2:26][O:27][C:28]2[CH:33]=[CH:32][C:31]([C:34](=[O:36])[CH3:35])=[C:30]([OH:37])[C:29]=2[CH2:38][CH2:39][CH3:40])=[CH:6][CH:5]=1)(=[O:3])[CH3:2] |f:2.3,4.5.6|. Reported procedure: A mixture of ethyl 4-(6-acetyl-3-mercapto-2-propylphenoxy)-butyrate (1.7 g), (4-(3-bromopropoxy)-2-hydroxy-3-propylphenyl)ethanone (1.7 g), potassium iodide (0.5 g) and potassium carbonate (1.45 g) in acetone (40 ml) was heated with refluxing and stirring for 7.5 hours. Ice-water and conc. hydrochloric acid were added thereto, and the mixture was subjected to extraction with ethyl acetate. After washed with water, the extract was dried over sodium sulfate and concentrated under a reduced pressur... Starting materials: Cc1ccccc1, CC(C)(C)[O-], COC(=O)c1c(-c2ccccc2)c2cc(Br)ccc2c(=O)n1Cc1ccc2c(c1)OCO2, NCc1ccccc1, [Na+], CC(=O)[O-], CC(=O)[O-], O, [Pd+2]. The product is COC(=O)c1c(-c2ccccc2)c2cc(NCc3ccccc3)ccc2c(=O)n1Cc1ccc2c(c1)OCO2. As a reaction SMILES: [CH3:1][c:2]1[cH:3][cH:4][cH:5][cH:6][cH:7]1.[CH3:48][C:49]([CH3:50])([O-:51])[CH3:52].[CH3:8][O:9][C:10](=[O:11])[c:12]1[n:13]([CH2:30][c:31]2[cH:32][c:33]3[c:34]([cH:38][cH:39]2)[O:35][CH2:36][O:37]3)[c:14](=[O:29])[c:15]2[cH:16][cH:17][c:18]([Br:28])[cH:19][c:20]2[c:21]1-[c:22]1[cH:23][cH:24][cH:25][cH:26][cH:27]1.[NH2:40][CH2:41][c:42]1[cH:43][cH:44][cH:45][cH:46][cH:47]1.[Na+:53].[O-:55][C:56]([CH3:57])=[O:58].[O-:59][C:60]([CH3:61])=[O:62].[OH2:63].[Pd+2:54]>>[CH3:8][O:9][C:10](=[O:11])[c:12]1[n:13]([CH2:30][c:31]2[cH:32][c:33]3[c:34]([cH:38][cH:39]2)[O:35][CH2:36][O:37]3)[c:14](=[O:29])[c:15]2[cH:16][cH:17][c:18]([NH:40][CH2:41][c:42]3[cH:43][cH:44][cH:45][cH:46][cH:47]3)[cH:19][c:20]2[c:21]1-[c:22]1[cH:23][cH:24][cH:25][cH:26][cH:27]1. The reactants are C[Si](C)(C)C=[N+]=[N-], CO, CC#N, ClCCl, Nc1ccc(C(=O)O)cn1. Yields the product COC(=O)c1ccc(N)nc1. As a reaction SMILES: [CH3:11][Si:12]([CH:13]=[N+:14]=[N-:15])([CH3:16])[CH3:17].[CH3:18][OH:19].[CH3:20][C:21]#[N:22].[Cl:23][CH2:24][Cl:25].[NH2:1][c:2]1[n:3][cH:4][c:5]([C:6](=[O:7])[OH:8])[cH:9][cH:10]1>>[NH2:1][c:2]1[n:3][cH:4][c:5]([C:6](=[O:7])[O:8][CH3:11])[cH:9][cH:10]1. The reactants are C(C1=CC=CC=C1)OC1=C2N(C(=NC1=O)CC1=C(C=CC=C1)C1=CC(=C(C=C1)F)F)CCN(C2=O)C(C)C (9-Benzyloxy-6-[[2-(3,4-difluorophenyl)phenyl]methyl]-2-isopropyl-3,4-dihydropyrazino[1,2-c]pyrimidine-1,8-dione). Reagents/catalysts: [Pd] (Pd/C). The solvent is CO (methanol). The product is FC=1C=C(C=CC1F)C1=C(C=CC=C1)CC1=NC(C(=C2N1CCN(C2=O)C(C)C)O)=O (6-[[2-(3,4-Difluorophenyl)phenyl]methyl]-9-hydroxy-2-isopropyl-3,4-dihydropyrazino-[1,2-c]pyrimidine-1,8-dione). Isolated yield 84.8%. RXN SMILES: C([O:8][C:9]1[C:14](=[O:15])[N:13]=[C:12]([CH2:16][C:17]2[CH:22]=[CH:21][CH:20]=[CH:19][C:18]=2[C:23]2[CH:28]=[CH:27][C:26]([F:29])=[C:25]([F:30])[CH:24]=2)[N:11]2[CH2:31][CH2:32][N:33]([CH:36]([CH3:38])[CH3:37])[C:34](=[O:35])[C:10]=12)C1C=CC=CC=1>CO.[Pd]>[F:30][C:25]1[CH:24]=[C:23]([C:18]2[CH:19]=[CH:20][CH:21]=[CH:22][C:17]=2[CH2:16][C:12]2[N:11]3[CH2:31][CH2:32][N:33]([CH:36]([CH3:38])[CH3:37])[C:34](=[O:35])[C:10]3=[C:9]([OH:8])[C:14](=[O:15])[N:13]=2)[CH:28]=[CH:27][C:26]=1[F:29]. Procedure details: 9-Benzyloxy-6-[[2-(3,4-difluorophenyl)phenyl]methyl]-2-isopropyl-3,4-dihydropyrazino[1,2-c]pyrimidine-1,8-dione (170) (160 mg) in methanol (20 ml) was hydrogenated over 10% Pd/C (20.6 mg) at room temperature and at atmospheric pressure for 2 h. The catalyst was filtered off, the filtrate was concentrated in vacuo to give the desired product as a light yellow foam (112 mg). The reactants are C(C1=CC=CC=C1)OC(=O)N1[C@H](CCC1)CC1=CNC2=CC=C(C=C12)Br (3-(N-benzyloxycarbonyl-2(R)-pyrrolidinylmethyl)-5-bromo-1H-indole), C(=C)C(=O)C (methyl vinyl ketone). Solvent: CO (CH3OH). Yields the product C(C1=CC=CC=C1)OC(=O)N1[C@H](CCC1)CC1=CNC2=CC=C(C=C12)C=CC(C)=O (3-(N-Benzyloxycarbonyl-2(R)-pyrrolidinylmethyl)-5-(3-oxo-1-but-1-enyl)-1H-indole). RXN SMILES: [CH2:1]([O:8][C:9]([N:11]1[CH2:15][CH2:14][CH2:13][C@@H:12]1[CH2:16][C:17]1[C:25]2[C:20](=[CH:21][CH:22]=[C:23](Br)[CH:24]=2)[NH:19][CH:18]=1)=[O:10])[C:2]1[CH:7]=[CH:6][CH:5]=[CH:4][CH:3]=1.[CH:27]([C:29]([CH3:31])=[O:30])=[CH2:28]>CO>[CH2:1]([O:8][C:9]([N:11]1[CH2:15][CH2:14][CH2:13][C@@H:12]1[CH2:16][C:17]1[C:25]2[C:20](=[CH:21][CH:22]=[C:23]([CH:28]=[CH:27][C:29](=[O:30])[CH3:31])[CH:24]=2)[NH:19][CH:18]=1)=[O:10])[C:2]1[CH:7]=[CH:6][CH:5]=[CH:4][CH:3]=1. Procedure: Obtained by a procedure similar to that described in Example 1, from 3-(N-benzyloxycarbonyl-2(R)-pyrrolidinylmethyl)-5-bromo-1H-indole (Preparation 1) and methyl vinyl ketone, as a foam. Rf 0.60 (SS 7). [α]D25 -51° (c=0.1, CH3OH). Found: C,74.16; H,6.39; N,6.92. C25H26N2O3 requires C,74.60; H,6.51; N,6.96%. The reactants are CC1=C(C(=NO1)C1=CC=CC=C1)C(=O)NN (5-methyl-3-phenyl-isoxazole-4-carboxylic acid hydrazide), ClC1=C(C(=O)O)C=CC(=N1)Cl (2,6-dichloronicotinic acid). Product: ClC1=NC(=CC=C1C=1OC(=NN1)C=1C(=NOC1C)C1=CC=CC=C1)Cl (2,6-Dichloro-3-[5-(5-methyl-3-phenyl-isoxazol-4-yl)-[1,3,4] oxadiazol-2-yl]-pyridine). The yield is 35.0%. As a reaction SMILES: [CH3:1][C:2]1[O:6][N:5]=[C:4]([C:7]2[CH:12]=[CH:11][CH:10]=[CH:9][CH:8]=2)[C:3]=1[C:13]([NH:15][NH2:16])=[O:14].[Cl:17][C:18]1[N:26]=[C:25]([Cl:27])[CH:24]=[CH:23][C:19]=1[C:20](O)=O>>[Cl:17][C:18]1[C:19]([C:20]2[O:14][C:13]([C:3]3[C:4]([C:7]4[CH:12]=[CH:11][CH:10]=[CH:9][CH:8]=4)=[N:5][O:6][C:2]=3[CH3:1])=[N:15][N:16]=2)=[CH:23][CH:24]=[C:25]([Cl:27])[N:26]=1. Reported procedure: As described for example 2, 5-methyl-3-phenyl-isoxazole-4-carboxylic acid hydrazide (400 mg, 1.84 mmol) was converted using 2,6-dichloronicotinic acid instead of o-toluic acid to the title compound (SiO2, heptane:ethyl acetate=80:20 to 40:60, 240 mg, 35%) which was obtained as a white solid. MS: m/e=373.0/375.0 [M+H]+.